Dataset: the Open Reaction Database (ORD), a public repository of structured organic reaction records. Task: describe an organic reaction: reactants, conditions, products, and yield Reactants: [Li]CCCC, CCCCCC, CC(=O)O, [H-], [Na+], COP(=O)(CC(=O)CCCCCOC1CCCCO1)OC, C1CCOC1, O=S(=O)(Cl)c1ccccc1. The product is COP(=O)(CC(=O)C(Cl)CCCCOC1CCCCO1)OC. RXN SMILES: [CH2:24]([Li:25])[CH2:26][CH2:27][CH3:28].[CH3:39][CH2:40][CH2:41][CH2:42][CH2:43][CH3:44].[CH3:45][C:46](=[O:47])[OH:48].[H-:22].[Na+:23].[O:1]=[C:2]([CH2:3][P:4]([O:5][CH3:6])([O:7][CH3:8])=[O:9])[CH2:10][CH2:11][CH2:12][CH2:13][CH2:14][O:15][CH:16]1[O:17][CH2:18][CH2:19][CH2:20][CH2:21]1.[O:49]1[CH2:50][CH2:51][CH2:52][CH2:53]1.[c:29]1([S:30](=[O:31])(=[O:32])[Cl:38])[cH:33][cH:34][cH:35][cH:36][cH:37]1>>[O:1]=[C:2]([CH2:3][P:4]([O:5][CH3:6])([O:7][CH3:8])=[O:9])[CH:10]([CH2:11][CH2:12][CH2:13][CH2:14][O:15][CH:16]1[O:17][CH2:18][CH2:19][CH2:20][CH2:21]1)[Cl:38]. Starting materials: C(=O)(OC(C)(C)C)N[C@@H](CC1=CC=CC=C1)[C@@H]1C[C@H](C(O1)=O)CC1=CC(=CC=C1)OC (5(S)-[1(S)-(Boc-amino)-2-phenylethyl]-3(R)-[(3-methoxyphenyl)methyl]dihydrofuran-2-(3H)-one), [OH-].[Li+] (lithium hydroxide). Solvent: O (water), C(OC)COC (dimethoxyethane). Product: C(=O)(OC(C)(C)C)N[C@H]([C@H](C[C@H](C(=O)O)CC1=CC(=CC=C1)OC)O)CC1=CC=CC=C1 (5(S)-(Boc-Amino)-4(S)-hydroxy-6-phenyl-2(R)-[(3-methoxyphenyl)methyl]hexanoic acid). As a reaction SMILES: [C:1]([NH:8][C@H:9]([C@H:17]1[O:21][C:20](=[O:22])[C@H:19]([CH2:23][C:24]2[CH:29]=[CH:28][CH:27]=[C:26]([O:30][CH3:31])[CH:25]=2)[CH2:18]1)[CH2:10][C:11]1[CH:16]=[CH:15][CH:14]=[CH:13][CH:12]=1)([O:3][C:4]([CH3:7])([CH3:6])[CH3:5])=[O:2].[OH-:32].[Li+]>C(COC)OC.O>[C:1]([NH:8][C@@H:9]([CH2:10][C:11]1[CH:16]=[CH:15][CH:14]=[CH:13][CH:12]=1)[C@@H:17]([OH:32])[CH2:18][C@@H:19]([CH2:23][C:24]1[CH:29]=[CH:28][CH:27]=[C:26]([O:30][CH3:31])[CH:25]=1)[C:20]([OH:21])=[O:22])([O:3][C:4]([CH3:6])([CH3:5])[CH3:7])=[O:2] |f:1.2|. Reported procedure: In analogy with Example 44d), 1.315 g of 5(S)-[1(S)-(Boc-amino)-2-phenylethyl]-3(R)-[(3-methoxyphenyl)methyl]dihydrofuran-2-(3H)-one in 49.9 ml of dimethoxyethane and 25.16 ml of water are hydrolysed with 12.36 ml of a 1M lithium hydroxide solution to give the title compound, which is directly subjected to further processing. TLC Rf (C)=0.09. FAB-MS (M+H)+ =444. Reactants: O[C@H]1[C@@H](CCC1)OC(=O)NCC1(CCCCC1)CC(=O)OCC1=CC=CC=C1 (Benzyl 1-{{{[2(R)-Hydroxycyclopent-1(R)-yl]oxy}carbonyl}aminomethyl}-1-Cyclohexane Acetate), [Cr](=O)(=O)([O-])Cl.[NH+]1=CC=CC=C1 (pyridinium chlorochromate), CC(=O)[O-].[Na+] (NaOAc). The solvent is ClCCl (dichloromethane). Reaction conditions: time 8 hour. Product: O=C1[C@@H](CCC1)OC(=O)NCC1(CCCCC1)CC(=O)OCC1=CC=CC=C1 (Benzyl 1-{{{[2-Oxo-cyclopent-1(R)-yl]oxy}carbonyl}aminomethyl}-1-Cyclohexane Acetate). RXN SMILES: [OH:1][C@@H:2]1[CH2:6][CH2:5][CH2:4][C@H:3]1[O:7][C:8]([NH:10][CH2:11][C:12]1([CH2:18][C:19]([O:21][CH2:22][C:23]2[CH:28]=[CH:27][CH:26]=[CH:25][CH:24]=2)=[O:20])[CH2:17][CH2:16][CH2:15][CH2:14][CH2:13]1)=[O:9].[Cr](Cl)([O-])(=O)=O.[NH+]1C=CC=CC=1.CC([O-])=O.[Na+]>ClCCl>[O:1]=[C:2]1[CH2:6][CH2:5][CH2:4][C@H:3]1[O:7][C:8]([NH:10][CH2:11][C:12]1([CH2:18][C:19]([O:21][CH2:22][C:23]2[CH:24]=[CH:25][CH:26]=[CH:27][CH:28]=2)=[O:20])[CH2:17][CH2:16][CH2:15][CH2:14][CH2:13]1)=[O:9] |f:1.2,3.4|. Procedure: To a stirred solution of compound (50) (0.50 g, 1.3 mmol) in dichloromethane (15 mL) was added pyridinium chlorochromate (0.55 g, 2.6 mmol) followed by NaOAc (0.21 g, 2.57 mmol) at room temperature. The resulting reaction was stirred overnight at room temperature (monitored by LC/MS), then filtered. The solid was washed with dichloromethane (2×25 mL) and the combined filtrates were washed with water (2×25 mL), dried over MgSO4 and concentrated in vacuo to provide compound 51 which was used in th... Product: FC(CC=1N(C=C(N1)C(=O)OCC)COCC[Si](C)(C)C)(F)F (Ethyl 2-(2,2,2-trifluoroethyl)-1-((2-(trimethylsilyl)ethoxy)methyl)-1H-imidazole-4-carboxylate). Starting materials: FC(CC=1NC=C(N1)C(=O)OCC)(F)F (ethyl 2-(2,2,2-trifluoroethyl)-1H-imidazole-4-carboxylate), C[Si](C)(C)CCOCCl (SEM-Cl). Procedure details: The title compound was prepared using the procedure described in Example 52(b) starting from ethyl 2-(2,2,2-trifluoroethyl)-1H-imidazole-4-carboxylate (3.6 mmol, 0.8 g) and SEM-Cl (4.3 mmol, 0.8 ml). Yield 602 mg. 1H-NMR (400 MHz; CDCl3): δ 0.01 (s, 9H), 0.91 (t, 2H), 1.39 (t, 3H), 3.48 (t, 2H), 3.75 (q, 2H), 4.39 (q, 2H), 5.33 (s, 2H), 7.69 (s, 1H). Reaction SMILES: [F:1][C:2]([F:15])([F:14])[CH2:3][C:4]1[NH:5][CH:6]=[C:7]([C:9]([O:11][CH2:12][CH3:13])=[O:10])[N:8]=1.[CH3:16][Si:17]([CH2:20][CH2:21][O:22][CH2:23]Cl)([CH3:19])[CH3:18]>>[F:15][C:2]([F:1])([F:14])[CH2:3][C:4]1[N:5]([CH2:23][O:22][CH2:21][CH2:20][Si:17]([CH3:19])([CH3:18])[CH3:16])[CH:6]=[C:7]([C:9]([O:11][CH2:12][CH3:13])=[O:10])[N:8]=1.